Dataset: the Open Reaction Database (ORD), a public repository of structured organic reaction records. Task: describe an organic reaction: reactants, conditions, products, and yield Reactants: CN1CCCNCC1, CS(C)=O, ClCCl, CCOc1cc(F)ccc1C(=O)Nc1ccc(F)cc1C(=O)Nc1ccc(Cl)cn1. The product is CCOc1cc(N2CCCN(C)CC2)ccc1C(=O)Nc1ccc(F)cc1C(=O)Nc1ccc(Cl)cn1. RXN SMILES: [CH3:31][N:32]1[CH2:33][CH2:34][NH:35][CH2:36][CH2:37][CH2:38]1.[CH3:39][S:40]([CH3:41])=[O:42].[Cl:43][CH2:44][Cl:45].[F:1][c:2]1[cH:3][cH:4][c:5]([NH:18][C:19]([c:20]2[c:21]([O:27][CH2:28][CH3:29])[cH:22][c:23]([F:26])[cH:24][cH:25]2)=[O:30])[c:6]([C:7](=[O:8])[NH:9][c:10]2[n:11][cH:12][c:13]([Cl:16])[cH:14][cH:15]2)[cH:17]1>>[F:1][c:2]1[cH:3][cH:4][c:5]([NH:18][C:19]([c:20]2[c:21]([O:27][CH2:28][CH3:29])[cH:22][c:23]([N:35]3[CH2:34][CH2:33][N:32]([CH3:31])[CH2:38][CH2:37][CH2:36]3)[cH:24][cH:25]2)=[O:30])[c:6]([C:7](=[O:8])[NH:9][c:10]2[n:11][cH:12][c:13]([Cl:16])[cH:14][cH:15]2)[cH:17]1. Starting materials: C(CCCCCCCCCCCCCC)OC1=CC=C(C=O)C=C1 (p-pentadecanoxybenzaldehyde), C1=CC=C(C=C1)[P+](CC2=CC=C(C=C2)C[P+](C3=CC=CC=C3)(C4=CC=CC=C4)C5=CC=CC=C5)(C6=CC=CC=C6)C7=CC=CC=C7.[Br-].[Br-] (p-xylylenebis(triphenylphosphonium bromide)). The solvent is CO (methanol). Run at time 3 hour. Yields the product C(CCCCCCCCCCCCCC)OC1=CC=C(C=CC2=CC=C(C=C2)C=CC2=CC=C(C=C2)OCCCCCCCCCCCCCCC)C=C1 (1,4-bis(4′-pentadecanoxystyryl)benzene). Isolated yield 92.9%. As a reaction SMILES: [CH2:1]([O:16][C:17]1[CH:24]=[CH:23][C:20]([CH:21]=O)=[CH:19][CH:18]=1)[CH2:2][CH2:3][CH2:4][CH2:5][CH2:6][CH2:7][CH2:8][CH2:9][CH2:10][CH2:11][CH2:12][CH2:13][CH2:14][CH3:15].C1C=CC([P+](C2C=CC=CC=2)(C2C=CC=CC=2)[CH2:32][C:33]2[CH:38]=[CH:37][C:36]([CH2:39][P+](C3C=CC=CC=3)(C3C=CC=CC=3)C3C=CC=CC=3)=[CH:35][CH:34]=2)=CC=1.[Br-].[Br-]>CO>[CH2:1]([O:16][C:17]1[CH:24]=[CH:23][C:20]([CH:21]=[CH:39][C:36]2[CH:35]=[CH:34][C:33]([CH:32]=[CH:21][C:20]3[CH:23]=[CH:24][C:17]([O:16][CH2:1][CH2:2][CH2:3][CH2:4][CH2:5][CH2:6][CH2:7][CH2:8][CH2:9][CH2:10][CH2:11][CH2:12][CH2:13][CH2:14][CH3:15])=[CH:18][CH:19]=3)=[CH:38][CH:37]=2)=[CH:19][CH:18]=1)[CH2:2][CH2:3][CH2:4][CH2:5][CH2:6][CH2:7][CH2:8][CH2:9][CH2:10][CH2:11][CH2:12][CH2:13][CH2:14][CH3:15] |f:1.2.3|. Procedure details: In a 30 ml four-necked flask, 7.87 g (23.7 mM) of the p-pentadecanoxybenzaldehyde synthesized above and 8.65 g (11.0 mM) of p-xylylenebis(triphenylphosphonium bromide) were suspended in 100 ml of methanol, and 6.87 g (35.6 mM) of 28 wt % methylate was added thereto dropwise at room temperature (25° C.). The mixture was aged at a refluxing temperature of 65° C. for 3 hours. Methanol was removed by evaporation, and 200 ml of water was added to the residue, followed by stirring. The precipitate thu... Reactants: CC(CC(=O)O)NC(=O)NCc1ccccc1, ClCCCl, CCOC(C)=O, CCN(C(C)C)C(C)C, CCOC(CN(Cc1cccc2scnc12)C(=O)C(N)Cc1ccc(OC(C)(C)C)cc1)OCC, On1nnc2ccccc21. Product: CCOC(CN(Cc1cccc2scnc12)C(=O)C(Cc1ccc(OC(C)(C)C)cc1)NC(=O)CC(C)NC(=O)NCc1ccccc1)OCC. Reaction SMILES: [CH2:36]([c:37]1[cH:38][cH:39][cH:40][cH:41][cH:42]1)[NH:43][C:44]([NH:45][CH:46]([CH2:47][C:48](=[O:49])[OH:50])[CH3:51])=[O:52].[CH2:53]([Cl:54])[CH2:55][Cl:56].[CH3:76][CH2:77][O:78][C:79]([CH3:80])=[O:81].[CH:67]([N:68]([CH2:69][CH3:70])[CH:71]([CH3:72])[CH3:73])([CH3:74])[CH3:75].[NH2:1][CH:2]([C:3](=[O:4])[N:5]([CH2:6][CH:7]([O:8][CH2:9][CH3:10])[O:11][CH2:12][CH3:13])[CH2:14][c:15]1[cH:16][cH:17][cH:18][c:19]2[c:20]1[n:21][cH:22][s:23]2)[CH2:24][c:25]1[cH:26][cH:27][c:28]([O:31][C:32]([CH3:33])([CH3:34])[CH3:35])[cH:29][cH:30]1.[OH:57][n:58]1[c:59]2[c:60]([cH:61][cH:62][cH:63][cH:64]2)[n:65][n:66]1>>[NH:1]([CH:2]([C:3](=[O:4])[N:5]([CH2:6][CH:7]([O:8][CH2:9][CH3:10])[O:11][CH2:12][CH3:13])[CH2:14][c:15]1[cH:16][cH:17][cH:18][c:19]2[c:20]1[n:21][cH:22][s:23]2)[CH2:24][c:25]1[cH:26][cH:27][c:28]([O:31][C:32]([CH3:33])([CH3:34])[CH3:35])[cH:29][cH:30]1)[C:48]([CH2:47][CH:46]([NH:45][C:44]([NH:43][CH2:36][c:37]1[cH:38][cH:39][cH:40][cH:41][cH:42]1)=[O:52])[CH3:51])=[O:49]. The reactants are Cl.FC=1C=CC2=C(C(=NO2)N2CCNCC2)C1 (5-fluoro-3-piperazin-1-yl-benzo[d]isoxazole hydrochloride), C(C)(C)(C)OC(N[C@@H]1CC[C@H](CC1)CC=O)=O (trans-[4-(2-oxo-ethyl)-cyclohexyl]-carbamic acid tert-butyl ester), C(C)(C)(C)OC(N[C@@H]1CC[C@H](CC1)CC=O)=O (trans-[4-(2-oxo-ethyl)-cyclohexyl]-carbamic acid tert-butyl ester). The product is C(C)(C)(C)OC(N[C@@H]1CC[C@H](CC1)CCN1CCN(CC1)C1=NOC2=C1C=C(C=C2)F)=O (Trans-(4-{2-[4-(5-Fluoro-benzo[d]isoxazol-3-yl)-piperazin-1-yl]-ethyl}-cyclohexyl)-carbamic acid tert-butyl ester). Reaction SMILES: Cl.[F:2][C:3]1[CH:4]=[CH:5][C:6]2[O:10][N:9]=[C:8]([N:11]3[CH2:16][CH2:15][NH:14][CH2:13][CH2:12]3)[C:7]=2[CH:17]=1.[C:18]([O:22][C:23](=[O:34])[NH:24][C@H:25]1[CH2:30][CH2:29][C@H:28]([CH2:31][CH:32]=O)[CH2:27][CH2:26]1)([CH3:21])([CH3:20])[CH3:19]>>[C:18]([O:22][C:23](=[O:34])[NH:24][C@H:25]1[CH2:26][CH2:27][C@H:28]([CH2:31][CH2:32][N:14]2[CH2:13][CH2:12][N:11]([C:8]3[C:7]4[CH:17]=[C:3]([F:2])[CH:4]=[CH:5][C:6]=4[O:10][N:9]=3)[CH2:16][CH2:15]2)[CH2:29][CH2:30]1)([CH3:21])([CH3:20])[CH3:19] |f:0.1|. Procedure details: The title compound, MS: m/e=447.1 (M+H+), can be prepared in accordance with the general method of example 1, step 1 from 5-fluoro-3-piperazin-1-yl-benzo[d]isoxazole hydrochloride and trans-[4-(2-oxo-ethyl)-cyclohexyl]-carbamic acid tert-butyl ester (intermediate A). Starting materials: BrC1=CC2=C(N1C(C)C)C(N(C2=O)C2=C(C=CC(=C2)Cl)C)C2=CC=C(C=C2)Cl (2-bromo-5-(5-chloro-2-methyl-phenyl)-6-(4-chloro-phenyl)-1-isopropyl-5,6-dihydro-1H-pyrrolo[3,4-b]pyrrol-4-one), BrC1=CC2=C(N1C(C)C)C(N(C2=O)C2=C(C=CC(=C2)Cl)C)C2=CC=C(C=C2)Cl (2-bromo-5-(5-chloro-2-methyl-phenyl)-6-(4-chloro-phenyl)-1-isopropyl-5,6-dihydro-1H-pyrrolo[3,4-b]pyrrol-4-one), C(#N)C=1C=CC(=C(C1)B(O)O)OC (5-cyano-2-methoxyphenylboronic acid), [O-]P(=O)([O-])[O-].[K+].[K+].[K+] (K3PO4), O1CCOCC1.O (dioxane H2O). The reagents and catalysts are C=1C=CC(=CC1)[P](C=2C=CC=CC2)(C=3C=CC=CC3)[Pd]([P](C=4C=CC=CC4)(C=5C=CC=CC5)C=6C=CC=CC6)([P](C=7C=CC=CC7)(C=8C=CC=CC8)C=9C=CC=CC9)[P](C=1C=CC=CC1)(C=1C=CC=CC1)C=1C=CC=CC1 (Pd(PPh3)4). The solvent is O (H2O). Reaction conditions: temperature 100 celsius. Product: ClC=1C=CC(=C(C1)N1C(C=2N(C(=CC2C1=O)C=1C=C(C#N)C=CC1OC)C(C)C)C1=CC=C(C=C1)Cl)C (3-[5-(5-Chloro-2-methyl-phenyl)-6-(4-chloro-phenyl)-1-isopropyl-4-oxo-1,4,5,6-tetrahydro-pyrrolo[3,4-b]pyrrol-2-yl]-4-methoxy-benzonitrile). RXN SMILES: Br[C:2]1[N:6]([CH:7]([CH3:9])[CH3:8])[C:5]2[CH:10]([C:22]3[CH:27]=[CH:26][C:25]([Cl:28])=[CH:24][CH:23]=3)[N:11]([C:14]3[CH:19]=[C:18]([Cl:20])[CH:17]=[CH:16][C:15]=3[CH3:21])[C:12](=[O:13])[C:4]=2[CH:3]=1.[C:29]([C:31]1[CH:32]=[CH:33][C:34]([O:40][CH3:41])=[C:35](B(O)O)[CH:36]=1)#[N:30].[O-]P([O-])([O-])=O.[K+].[K+].[K+].O1CCOCC1.O>O.C1C=CC([P]([Pd]([P](C2C=CC=CC=2)(C2C=CC=CC=2)C2C=CC=CC=2)([P](C2C=CC=CC=2)(C2C=CC=CC=2)C2C=CC=CC=2)[P](C2C=CC=CC=2)(C2C=CC=CC=2)C2C=CC=CC=2)(C2C=CC=CC=2)C2C=CC=CC=2)=CC=1>[Cl:20][C:18]1[CH:17]=[CH:16][C:15]([CH3:21])=[C:14]([N:11]2[C:12](=[O:13])[C:4]3[CH:3]=[C:2]([C:33]4[CH:32]=[C:31]([CH:36]=[CH:35][C:34]=4[O:40][CH3:41])[C:29]#[N:30])[N:6]([CH:7]([CH3:9])[CH3:8])[C:5]=3[CH:10]2[C:22]2[CH:27]=[CH:26][C:25]([Cl:28])=[CH:24][CH:23]=2)[CH:19]=1 |f:2.3.4.5,6.7,^1:61,63,82,101|. Procedure: A degassed mixture of 2-bromo-5-(5-chloro-2-methyl-phenyl)-6-(4-chloro-phenyl)-1-isopropyl-5,6-dihydro-1H-pyrrolo[3,4-b]pyrrol-4-one (Intermediate B) (0.337 mmol), 5-cyano-2-methoxyphenylboronic acid [612833-37-1] (0.675 mmol), Pd(PPh3)4 (0.067 mmol) and K3PO4 (1.350 mmol) in 2:1 dioxane/H2O (4.5 mL) was heated at 100° C. for 4 h. After cooling to rt, the reaction mixture was diluted with H2O and extracted with EtOAc (3×). The combined organic phases were dried (Na2SO4) and concentrated. The res... Isolated yield 38.0%. RXN SMILES: CC1(C)C(C)(C)OB([C:9]2[C:17]3[C:12](=[N:13][CH:14]=[CH:15][CH:16]=3)[N:11]([S:18]([C:21]3[CH:27]=[CH:26][C:24]([CH3:25])=[CH:23][CH:22]=3)(=[O:20])=[O:19])[CH:10]=2)O1.Br[C:30]1[CH:31]=[C:32]([NH:35][C:36](=[O:42])[O:37][C:38]([CH3:41])([CH3:40])[CH3:39])[S:33][CH:34]=1.C(=O)([O-])[O-].[K+].[K+].O>COCCOC.CCOC(C)=O.[Pd].C1(P(C2C=CC=CC=2)C2C=CC=CC=2)C=CC=CC=1.C1(P(C2C=CC=CC=2)C2C=CC=CC=2)C=CC=CC=1.C1(P(C2C=CC=CC=2)C2C=CC=CC=2)C=CC=CC=1.C1(P(C2C=CC=CC=2)C2C=CC=CC=2)C=CC=CC=1>[S:18]([N:11]1[C:12]2=[N:13][CH:14]=[CH:15][CH:16]=[C:17]2[C:9]([C:30]2[CH:31]=[C:32]([NH:35][C:36](=[O:42])[O:37][C:38]([CH3:40])([CH3:39])[CH3:41])[S:33][CH:34]=2)=[CH:10]1)([C:21]1[CH:27]=[CH:26][C:24]([CH3:25])=[CH:23][CH:22]=1)(=[O:20])=[O:19] |f:2.3.4,8.9.10.11.12|. Procedure details: 3-(4,4,5,5-tetramethyl-1,3,2-dioxaborolan-2-yl)-1-tosyl-1H-pyrrolo[2,3-b]pyridine (398 mg, 1 mmol), tert-butyl 4-bromothiophen-2-ylcarbamate (190 mg, 0.68 mmol), potassium carbonate (310 mg, 2.25 mmol), and tetrakis(triphenylphosphine) palladium (0) (20 mg) were combined in 4 mL DME, 1 mL water, and heated to 160° C. in the microwave for 10 minutes, followed by 170° C. for 10 minutes. The reaction mixture was diluted with EtOAc and washed with saturated sodium bicarbonate. The organic layer was ... The reactants are CC1(OB(OC1(C)C)C1=CN(C2=NC=CC=C21)S(=O)(=O)C2=CC=C(C)C=C2)C (3-(4,4,5,5-tetramethyl-1,3,2-dioxaborolan-2-yl)-1-tosyl-1H-pyrrolo[2,3-b]pyridine), O (water), BrC=1C=C(SC1)NC(OC(C)(C)C)=O (tert-butyl 4-bromothiophen-2-ylcarbamate), C([O-])([O-])=O.[K+].[K+] (potassium carbonate). The product is S(=O)(=O)(C1=CC=C(C)C=C1)N1C=C(C=2C1=NC=CC2)C=2C=C(SC2)NC(OC(C)(C)C)=O (tert-Butyl 4-(1-tosyl-1H-pyrrolo[2,3-b]pyridin-3-yl)thiophen-2-ylcarbamate). The reagents and catalysts are [Pd].C1(=CC=CC=C1)P(C1=CC=CC=C1)C1=CC=CC=C1.C1(=CC=CC=C1)P(C1=CC=CC=C1)C1=CC=CC=C1.C1(=CC=CC=C1)P(C1=CC=CC=C1)C1=CC=CC=C1.C1(=CC=CC=C1)P(C1=CC=CC=C1)C1=CC=CC=C1 (tetrakis(triphenylphosphine) palladium (0)). Reaction conditions: time 10 minute. Run in COCCOC (DME), CCOC(=O)C (EtOAc). The yield is 29.4%. Product: CN1C(=NN=C1)SCCCO (3-((4-methyl-4H-1,2,4-triazol-3-yl)sulphanyl)propan-1-ol). Run at temperature 40 celsius. Starting materials: CN1C(=NN=C1)S (4-methyl-4-H-1,2,4-triazole-3-thiol), BrCCCO (3-bromopropan-1-ol), C([O-])([O-])=O.[K+].[K+] (potassium carbonate). Reaction SMILES: [CH3:1][N:2]1[CH:6]=[N:5][N:4]=[C:3]1[SH:7].Br[CH2:9][CH2:10][CH2:11][OH:12].C(=O)([O-])[O-].[K+].[K+]>CN(C=O)C>[CH3:1][N:2]1[CH:6]=[N:5][N:4]=[C:3]1[S:7][CH2:9][CH2:10][CH2:11][OH:12] |f:2.3.4|. Solvent: CN(C)C=O (DMF). Procedure: A solution of 4-methyl-4-H-1,2,4-triazole-3-thiol (1.72 g, 15 mmol) and 3-bromopropan-1-ol (1.39 g, 10 mmol) in DMF (10 ml) containing potassium carbonate (1.57 g, 14 mmol) was heated at 40° C. for 30 minutes. The mixture was then partitioned between saturated ammonium chloride and ethyl acetate. The aqueous layer was evaporated to dryness and the residue was triturated with ethyl acetate and methylene chloride. The suspension was filtered and the filtrate was dried (MgSO4) and evaporated. The r...